From a dataset of the Open Reaction Database (ORD), a public repository of structured organic reaction records. describe an organic reaction: reactants, conditions, products, and yield Reactants: C(=O)(OC(C)(C)C)NCCN (N-Boc-ethylenediamine), C(C)(C)N(C(C)C)CC (N,N-diisopropylethylamine), ClC1=CC=C(C(=N1)NC(OC(C)(C)C)=O)C(C(F)(F)F)=O (tert-Butyl [6-chloro-3-(trifluoroacetyl)pyridin-2-yl]carbamate). Run in C(C)(=O)OCC (ethyl acetate), O (water), CS(=O)C (DMSO). The product is C(C)(C)(C)OC(=O)NCCNC1=CC=C(C(=N1)NC(OC(C)(C)C)=O)C(C(F)(F)F)=O (tert-Butyl [6-({2-[(tert-butoxycarbonyl)amino]ethyl}amino)-3-(trifluoroacetyl)pyridin-2-yl]carbamate). As a reaction SMILES: Cl[C:2]1[N:7]=[C:6]([NH:8][C:9](=[O:15])[O:10][C:11]([CH3:14])([CH3:13])[CH3:12])[C:5]([C:16](=[O:21])[C:17]([F:20])([F:19])[F:18])=[CH:4][CH:3]=1.[C:22]([NH:29][CH2:30][CH2:31][NH2:32])([O:24][C:25]([CH3:28])([CH3:27])[CH3:26])=[O:23].C(N(CC)C(C)C)(C)C>CS(C)=O.C(OCC)(=O)C.O>[C:25]([O:24][C:22]([NH:29][CH2:30][CH2:31][NH:32][C:2]1[N:7]=[C:6]([NH:8][C:9](=[O:15])[O:10][C:11]([CH3:14])([CH3:13])[CH3:12])[C:5]([C:16](=[O:21])[C:17]([F:20])([F:19])[F:18])=[CH:4][CH:3]=1)=[O:23])([CH3:28])([CH3:27])[CH3:26]. Procedure details: 5 g (15.4 mmol) of tert-butyl [6-chloro-3-(trifluoroacetyl)pyridin-2-yl]carbamate (Example 32A) were initially charged in 37.5 ml of DMSO, and 3.2 g (20 mmol) of N-Boc-ethylenediamine and 4 ml (23 mmol) of N,N-diisopropylethylamine were added. The reaction mixture was irradiated in a microwave reactor at 90° C. for 0.5 h. The reaction mixture was taken up in a mixture of ethyl acetate and water. The organic phase was washed with saturated aqueous sodium chloride solution, dried over magnesium su... Starting materials: C(=O)C1=CC=C(OCCC2=CC=C(C=C2)NS(=O)(=O)C)C=C1 (N-{4-[2-(4-formylphenoxy)ethyl]phenyl}methanesulfonamide), S1C(NC(C1)=O)=O (2,4-thiazolidinedione), C(C)(=O)[O-].[Na+] (sodium acetate). Solvent: O.CC(=O)C (water acetone). Conditions: temperature 140 celsius, time 20 minute. Yields the product CS(=O)(=O)NC1=CC=C(C=C1)CCOC1=CC=C(C=C2C(NC(S2)=O)=O)C=C1 (5-(4-[2-(4-methanesulfonylamino-phenyl)ethoxy]benzylidene)thiazolidine-2,4-dione). Isolated yield 39.7%. RXN SMILES: [CH:1]([C:3]1[CH:22]=[CH:21][C:6]([O:7][CH2:8][CH2:9][C:10]2[CH:15]=[CH:14][C:13]([NH:16][S:17]([CH3:20])(=[O:19])=[O:18])=[CH:12][CH:11]=2)=[CH:5][CH:4]=1)=O.[S:23]1[CH2:27][C:26](=[O:28])[NH:25][C:24]1=[O:29].C([O-])(=O)C.[Na+]>O.CC(C)=O>[CH3:20][S:17]([NH:16][C:13]1[CH:14]=[CH:15][C:10]([CH2:9][CH2:8][O:7][C:6]2[CH:21]=[CH:22][C:3]([CH:1]=[C:27]3[S:23][C:24](=[O:29])[NH:25][C:26]3=[O:28])=[CH:4][CH:5]=2)=[CH:11][CH:12]=1)(=[O:19])=[O:18] |f:2.3,4.5|. Procedure: 1.6 g (5 mmole) N-{4-[2-(4-formylphenoxy)ethyl]phenyl}methanesulfonamide, 0.73 g (6.25 mmole) 2,4-thiazolidinedione and 1.025 g (12.5 mmole) sodium acetate were mixed and heated to 140° C. on an oil bath under vacuum (it melted at 130° C.). It was kept at 140° C. for 20 minutes and thereafter taken off the heat. When the temperature was low enough water:acetone (2:1) was added to dissolve the reaction product. Acetone was evaporated in vacuo, acetic acid was added and the obtained crystals were ... The reactants are C(C)(C)C1=NN(C(=C1)N)C=1C=NC=CC1 (3-isopropyl-1-(pyridin-3-yl)-1H-pyrazol-5-amine), C([O-])([O-])=O.[K+].[K+] (potassium carbonate), ClC(=O)OC1=CC=CC=C1 (phenyl chloroformate). The solvent is C(Cl)Cl (DCM), C(Cl)Cl (DCM). Product: C(C)(C)C1=NN(C(=C1)NC(OC1=CC=CC=C1)=O)C=1C=NC=CC1 (phenyl 3-isopropyl-1-(pyridin-3-yl)-1H-pyrazol-5-ylcarbamate). The yield is 75.6%. RXN SMILES: [CH:1]([C:4]1[CH:8]=[C:7]([NH2:9])[N:6]([C:10]2[CH:11]=[N:12][CH:13]=[CH:14][CH:15]=2)[N:5]=1)([CH3:3])[CH3:2].C(=O)([O-])[O-].[K+].[K+].Cl[C:23]([O:25][C:26]1[CH:31]=[CH:30][CH:29]=[CH:28][CH:27]=1)=[O:24]>C(Cl)Cl>[CH:1]([C:4]1[CH:8]=[C:7]([NH:9][C:23](=[O:24])[O:25][C:26]2[CH:31]=[CH:30][CH:29]=[CH:28][CH:27]=2)[N:6]([C:10]2[CH:11]=[N:12][CH:13]=[CH:14][CH:15]=2)[N:5]=1)([CH3:3])[CH3:2] |f:1.2.3|. Procedure details: Using the procedure described in Example 306A, to a solution of 3-isopropyl-1-(pyridin-3-yl)-1H-pyrazol-5-amine (179 mg, 0.89 mmol) and potassium carbonate (159 mg, 1.2 mmol) in anhydrous DCM (3 ml) was added dropwise phenyl chloroformate (0.33 ml, 2.6 mmol) as a solution in DCM (0.2 ml). The crude was purified by silica gel chromatography (DCM/MeOH 0-10%) to afford phenyl 3-isopropyl-1-(pyridin-3-yl)-1H-pyrazol-5-ylcarbamate (217 mg, 76%). 1H NMR (300 MHz, CDCl3) δ 1.29 (s, 6H), 2.99 (m, 1H), 6... The reactants are Nc1cccc(N)c1, N#C[Na], CC(=O)NCC1CN(c2ccc(N3CCC(=O)CC3)c(F)c2)C(=O)O1. Yields the product CC(=O)NCC1CN(c2ccc(N3CCC(C#N)(Nc4cccc(N)c4)CC3)c(F)c2)C(=O)O1. Reaction SMILES: [NH2:29][c:30]1[cH:31][c:32]([NH2:33])[cH:34][cH:35][cH:36]1.[Na:26][C:27]#[N:28].[O:1]=[C:2]1[CH2:3][CH2:4][N:5]([c:8]2[c:9]([F:25])[cH:10][c:11]([N:14]3[C:15](=[O:24])[O:16][CH:17]([CH2:19][NH:20][C:21]([CH3:22])=[O:23])[CH2:18]3)[cH:12][cH:13]2)[CH2:6][CH2:7]1>>[C:2]1([C:27]#[N:28])([NH:33][c:32]2[cH:31][c:30]([NH2:29])[cH:36][cH:35][cH:34]2)[CH2:3][CH2:4][N:5]([c:8]2[c:9]([F:25])[cH:10][c:11]([N:14]3[C:15](=[O:24])[O:16][CH:17]([CH2:19][NH:20][C:21]([CH3:22])=[O:23])[CH2:18]3)[cH:12][cH:13]2)[CH2:6][CH2:7]1. Starting materials: [Al+3], CN1CCOC(CC23CC(c4ccccc42)c2ccccc23)C1=O, CCOC(C)=O, [H-], [H-], [H-], [H-], [Li+], C1COCCO1, O. Product: CN1CCOC(CC23CC(c4ccccc42)c2ccccc23)C1. RXN SMILES: [Al+3:26].[CH3:1][N:2]1[C:3](=[O:24])[CH:4]([CH2:8][C:9]23[c:10]4[cH:11][cH:12][cH:13][cH:14][c:15]4[CH:16]([c:17]4[cH:18][cH:19][cH:20][cH:21][c:22]42)[CH2:23]3)[O:5][CH2:6][CH2:7]1.[CH3:38][CH2:39][O:40][C:41](=[O:42])[CH3:43].[H-:25].[H-:28].[H-:29].[H-:30].[Li+:27].[O:32]1[CH2:33][CH2:34][O:35][CH2:36][CH2:37]1.[OH2:31]>>[CH3:1][N:2]1[CH2:3][CH:4]([CH2:8][C:9]23[c:10]4[cH:11][cH:12][cH:13][cH:14][c:15]4[CH:16]([c:17]4[cH:18][cH:19][cH:20][cH:21][c:22]42)[CH2:23]3)[O:5][CH2:6][CH2:7]1. Reactants: C(C1=CC=CC=C1)N1C=NC(=C1)CCOC1=CC=C(C(=O)O)C=C1 (4-[2-(1-Benzylimidazol-4-yl)ethyloxy]benzoic acid), C=1C=CC2=C(C1)N=NN2O (HOBT), Cl.NC[C@@H](C(=O)OC(C)(C)C)NS(=O)(=O)C1=CC=CC=C1 (tert-Butyl 3-amino-2(S)-phenylsulfonylaminopropionate hydrochloride), CN1CCOCC1 (NMM), C(CCl)Cl (EDC). Reported procedure: A stirred mixture of 3-6 (147 mg, 0.46 mmol), HOBT (94 mg, 0.61 mmol), 2-1 (154 mg, 0.46 mmol), NMM (100 μL, 0.91 mmol), and DMF (1.2 mL) at 0° C. was treated with EDC (118 mg, 0.61 mmol) followed by removal of the cooling bath. The reaction pH was adjusted to 8 by addition of more NMM. After 20 h the reaction mixture was concentrated and the residue purified by to a flash chromatography column (silica, 9/0.5/0.5 CH2Cl2 /CH3OH/AcOH) to give 3-7 as a yellow solid after azeotropic removal of resid... As a reaction SMILES: [CH2:1]([N:8]1[CH:12]=[C:11]([CH2:13][CH2:14][O:15][C:16]2[CH:24]=[CH:23][C:19]([C:20]([OH:22])=O)=[CH:18][CH:17]=2)[N:10]=[CH:9]1)[C:2]1[CH:7]=[CH:6][CH:5]=[CH:4][CH:3]=1.C1C=CC2N(O)N=NC=2C=1.Cl.[NH2:36][CH2:37][C@H:38]([NH:46][S:47]([C:50]1[CH:55]=[CH:54][CH:53]=[CH:52][CH:51]=1)(=[O:49])=[O:48])[C:39]([O:41][C:42]([CH3:45])([CH3:44])[CH3:43])=[O:40].CN1CCOCC1.C(Cl)CCl>CN(C=O)C>[C:42]([O:41][C:39](=[O:40])[C@@H:38]([NH:46][S:47]([C:50]1[CH:55]=[CH:54][CH:53]=[CH:52][CH:51]=1)(=[O:49])=[O:48])[CH2:37][NH:36][C:20](=[O:22])[C:19]1[CH:18]=[CH:17][C:16]([O:15][CH2:14][CH2:13][C:11]2[N:10]=[CH:9][N:8]([CH2:1][C:2]3[CH:3]=[CH:4][CH:5]=[CH:6][CH:7]=3)[CH:12]=2)=[CH:24][CH:23]=1)([CH3:45])([CH3:43])[CH3:44] |f:2.3|. Yields the product C(C)(C)(C)OC([C@H](CNC(C1=CC=C(C=C1)OCCC=1N=CN(C1)CC1=CC=CC=C1)=O)NS(=O)(=O)C1=CC=CC=C1)=O (4-[2-(1-Benzyl-imidazol-4-yl)ethyloxy]benzoyl-2(S)-phenylsulfonylamino-β-alanine tert-butyl ester). Run in CN(C)C=O (DMF). Reactants: Br.NC=1C(=C(C=C(C1)C)C1=CC=C(S1)C(=O)O)O (5-(3-amino-2-hydroxy-5-methyl-phenyl)-thiophene-2-carboxylic acid hydrobromide), CC=1CC(N(N1)C1=CC=2CCCCC2C=C1)=O (5-methyl-2-(5,6,7,8-tetrahydro-naphthalen-2-yl)-2,4-dihydro-pyrazol-3-one), C([O-])(O)=O.[Na+] (sodium bicarbonate), N(=O)[O-].[Na+] (sodium nitrite). Solvent: Cl (hydrochloric acid), C(C)O (ethanol). Product: OC1=C(C=C(C=C1NN=C1C(=NN(C1=O)C1=CC=2CCCCC2C=C1)C)C)C1=CC=C(S1)C(=O)O (5-(2-hydroxy-5-methyl-3-{N′-[3-methyl-5-oxo-1-(5,6,7,8-tetrahydro-naphthalen-2-yl)-1,5-dihydro-pyrazol-4-ylidene]-hydrazino}-phenyl)-thiophene-2-carboxylic acid). Isolated yield 18.0%. As a reaction SMILES: Br.[NH2:2][C:3]1[C:4]([OH:18])=[C:5]([C:10]2[S:14][C:13]([C:15]([OH:17])=[O:16])=[CH:12][CH:11]=2)[CH:6]=[C:7]([CH3:9])[CH:8]=1.[N:19]([O-])=O.[Na+].[CH3:23][C:24]1[CH2:25][C:26](=[O:39])[N:27]([C:29]2[CH:38]=[CH:37][C:36]3[CH2:35][CH2:34][CH2:33][CH2:32][C:31]=3[CH:30]=2)[N:28]=1.C(=O)(O)[O-].[Na+]>Cl.C(O)C>[OH:18][C:4]1[C:3]([NH:2][N:19]=[C:25]2[C:26](=[O:39])[N:27]([C:29]3[CH:38]=[CH:37][C:36]4[CH2:35][CH2:34][CH2:33][CH2:32][C:31]=4[CH:30]=3)[N:28]=[C:24]2[CH3:23])=[CH:8][C:7]([CH3:9])=[CH:6][C:5]=1[C:10]1[S:14][C:13]([C:15]([OH:17])=[O:16])=[CH:12][CH:11]=1 |f:0.1,2.3,5.6|. Procedure: 5-(3-Amino-2-hydroxy-5-methyl-phenyl)-thiophene-2-carboxylic acid hydrobromide 24d (366 mg, 1.11 mmol) was dissolved in 3.7 mL of 1 N hydrochloric acid upon cooling by an ice-water bath, followed by dropwise addition of 1.5 mL of aqueous sodium nitrite (85 mg, 1.22 mmol). After the mixture was reacted for 20 minutes, 5-methyl-2-(5,6,7,8-tetrahydro-naphthalen-2-yl)-2,4-dihydro-pyrazol-3-one 3i (228 mg, 1 mmol), sodium bicarbonate (1.4 g, 16.67 mmol) and 2 mL of ethanol were added successively. Th... Starting materials: FC1=CC=C(C=O)C=C1 (p-Fluorobenzaldehyde), C(CC)(=O)OC(CC)=O (propionic anhydride), C(CC)(=O)[O-].[Na+] (sodium propionate). Conditions: temperature 140 celsius, time 20 hour. The product is FC1=CC=C(C=C(C(=O)O)C)C=C1 (p-Fluoro-α-methylcinnamic acid). As a reaction SMILES: [F:1][C:2]1[CH:9]=[CH:8][C:5]([CH:6]=O)=[CH:4][CH:3]=1.[C:10]([O:14]C(=O)CC)(=[O:13])[CH2:11][CH3:12].C([O-])(=O)CC.[Na+]>>[F:1][C:2]1[CH:9]=[CH:8][C:5]([CH:6]=[C:11]([CH3:12])[C:10]([OH:14])=[O:13])=[CH:4][CH:3]=1 |f:2.3|. Reported procedure: p-Fluorobenzaldehyde (200 g, 1.61 mol), propionic anhydride (3.5 g, 2.42 mol) and sodium propionate (155 g, 1.61 mol) are mixed in a one liter three-necked flask which had been flushed with nitrogen. The flask is heated gradually in an oil-bath to 140° C. After 20 hours, the flask is cooled to 100° C. and poured into 8 l of water. The precipitate is dissolved by adding potassium hydroxide (302 g) in 2 l of water. The aqueous solution is extracted with ether, and the ether extracts are washed wit... Yields the product C(C1=CC=CC=C1)OC1=CC=C(C=N1)O[C@H]1C(NCC1)=O ((R)-3-(6-Benzyloxy-pyridin-3-yloxy)-pyrrolidin-2-one). The reactants are C1(CC1)CCOC1=CC=C(C=N1)O[C@H]1C(NCC1)=O ((R)-3-[6-(2-cyclopropyl-ethoxy)-pyridin-3-yloxy]-pyrrolidin-2-one), C1(=CC=CC=C1)CO (phenyl-methanol), BrC=1C=CC(=NC1)F (5-bromo-2-fluoro-pyridine), O[C@@H]1C(NCC1)=O ((S)-3-hydroxy-pyrrolidin-2-one). Procedure: Following the sequence described for (R)-3-[6-(2-cyclopropyl-ethoxy)-pyridin-3-yloxy]-pyrrolidin-2-one, the title compound was prepared from phenyl-methanol, 5-bromo-2-fluoro-pyridine and (S)-3-hydroxy-pyrrolidin-2-one. MS ESI+: m/z=285 [M+H]+. As a reaction SMILES: [CH:1]1([CH2:4][CH2:5][O:6][C:7]2[N:12]=[CH:11][C:10]([O:13][C@@H:14]3[CH2:18][CH2:17][NH:16][C:15]3=[O:19])=[CH:9][CH:8]=2)[CH2:3][CH2:2]1.[C:20]1(CO)C=CC=C[CH:21]=1.BrC1C=CC(F)=NC=1.O[C@H]1CCNC1=O>>[CH2:5]([O:6][C:7]1[N:12]=[CH:11][C:10]([O:13][C@@H:14]2[CH2:18][CH2:17][NH:16][C:15]2=[O:19])=[CH:9][CH:8]=1)[C:4]1[CH:1]=[CH:3][CH:2]=[CH:21][CH:20]=1. The reactants are CCO, CCCCCCC=C1CC(CC)OC1=O, [H][H]. Yields the product CCCCCCCC1CC(CC)OC1=O. RXN SMILES: [CH3:18][CH2:19][OH:20].[CH:1]([CH2:2][CH2:3][CH2:4][CH2:5][CH2:6][CH3:7])=[C:8]1[C:9](=[O:15])[O:10][CH:11]([CH2:13][CH3:14])[CH2:12]1.[H:16][H:17]>>[CH2:1]([CH2:2][CH2:3][CH2:4][CH2:5][CH2:6][CH3:7])[CH:8]1[C:9](=[O:15])[O:10][CH:11]([CH2:13][CH3:14])[CH2:12]1.